Dataset: the Open Reaction Database (ORD), a public repository of structured organic reaction records. Task: describe an organic reaction: reactants, conditions, products, and yield Starting materials: O=C(CCCCl)NCC=CCOc1cc(CN2CCCCC2)ccn1, Sc1nc[nH]n1. Product: O=C(CCCSc1nc[nH]n1)NCC=CCOc1cc(CN2CCCCC2)ccn1. RXN SMILES: [N:1]1([CH2:7][c:8]2[cH:9][c:10]([O:14][CH2:15][CH:16]=[CH:17][CH2:18][NH:19][C:20]([CH2:21][CH2:22][CH2:23][Cl:24])=[O:25])[n:11][cH:12][cH:13]2)[CH2:2][CH2:3][CH2:4][CH2:5][CH2:6]1.[SH:26][c:27]1[n:28][nH:29][cH:30][n:31]1>>[N:1]1([CH2:7][c:8]2[cH:9][c:10]([O:14][CH2:15][CH:16]=[CH:17][CH2:18][NH:19][C:20]([CH2:21][CH2:22][CH2:23][S:26][c:27]3[n:28][nH:29][cH:30][n:31]3)=[O:25])[n:11][cH:12][cH:13]2)[CH2:2][CH2:3][CH2:4][CH2:5][CH2:6]1. The reactants are C1CCOC1, CN, CS(=O)(=O)Nc1ccc(SCCCI)cc1, O. Product: CNCCCSc1ccc(NS(C)(=O)=O)cc1, I. RXN SMILES: [CH2:17]1[O:18][CH2:19][CH2:20][CH2:21]1.[CH3:22][NH2:23].[I:1][CH2:2][CH2:3][CH2:4][S:5][c:6]1[cH:7][cH:8][c:9]([NH:12][S:13](=[O:14])(=[O:15])[CH3:16])[cH:10][cH:11]1.[OH2:24]>>[CH2:2]([CH2:3][CH2:4][S:5][c:6]1[cH:7][cH:8][c:9]([NH:12][S:13](=[O:14])(=[O:15])[CH3:16])[cH:10][cH:11]1)[NH:23][CH3:22].[IH:1]. Procedure: Under nitrogen atmosphere, to a solution of 1.48 g (5.15 mmol) of 4-[3-(2-aminobenzoylamino)propylthio]pyridine in 30 ml of tetrahydrofuran, 1.84 g (10.3 mmol) of 1,1'-thiocarbonyldiimidazole was added, and the mixture was stirred at room temperature for 64 hours. The solvent was distilled off and the residue was washed with chloroform/ether to give 1.16 g of the desired product (68.5% yield, pale brown crystals). Run at time 64 hour. Solvent: O1CCCC1 (tetrahydrofuran). Product: N1=CC=C(C=C1)SCCCN1C(NC2=CC=CC=C2C1=O)=S (3-[3-(4-pyridylthio)propyl]-quinazoline-2(1H)-thion-4(3H)-one). As a reaction SMILES: [NH2:1][C:2]1[CH:20]=[CH:19][CH:18]=[CH:17][C:3]=1[C:4]([NH:6][CH2:7][CH2:8][CH2:9][S:10][C:11]1[CH:16]=[CH:15][N:14]=[CH:13][CH:12]=1)=[O:5].[C:21](N1C=CN=C1)(N1C=CN=C1)=[S:22]>O1CCCC1>[N:14]1[CH:15]=[CH:16][C:11]([S:10][CH2:9][CH2:8][CH2:7][N:6]2[C:4](=[O:5])[C:3]3[C:2](=[CH:20][CH:19]=[CH:18][CH:17]=3)[NH:1][C:21]2=[S:22])=[CH:12][CH:13]=1. Yield: 68.4%. Reactants: NC1=C(C(=O)NCCCSC2=CC=NC=C2)C=CC=C1 (4-[3-(2-aminobenzoylamino)propylthio]pyridine), C(=S)(N1C=NC=C1)N1C=NC=C1 (1,1'-thiocarbonyldiimidazole). Reactants: carboxylic acid, Cl.COC(=O)C1(CC2=CC=CC=C2C1)N (2-amino-indane-2-carboxylic acid methyl ester hydrochloride), COC(C1=C(C(=C(C=C1)OC)O)F)=O (2-Fluoro-3-hydroxy-4-methoxybenzoic acid methyl ester), C1(=CC(=CC=C1)CCO)C (2-m-tolyl-ethanol), ester, methyl ester. The product is FC1=C(C(=O)NC2(CC3=CC=CC=C3C2)C(=O)O)C=CC(=C1OCCC=1C=C(C=CC1)C)OC (2-[2-Fluoro-4-methoxy-3-(2-m-tolyl-ethoxy)-benzoylamino]-indane-2-carboxylic acid). As a reaction SMILES: CO[C:3](=[O:14])[C:4]1[CH:9]=[CH:8][C:7]([O:10][CH3:11])=[C:6]([OH:12])[C:5]=1[F:13].[C:15]1([CH3:24])[CH:20]=[CH:19][CH:18]=[C:17]([CH2:21][CH2:22]O)[CH:16]=1.Cl.C[O:27][C:28]([C:30]1([NH2:39])[CH2:38][C:37]2[C:32](=[CH:33][CH:34]=[CH:35][CH:36]=2)[CH2:31]1)=[O:29]>>[F:13][C:5]1[C:6]([O:12][CH2:22][CH2:21][C:17]2[CH:16]=[C:15]([CH3:24])[CH:20]=[CH:19][CH:18]=2)=[C:7]([O:10][CH3:11])[CH:8]=[CH:9][C:4]=1[C:3]([NH:39][C:30]1([C:28]([OH:29])=[O:27])[CH2:31][C:32]2[C:37](=[CH:36][CH:35]=[CH:34][CH:33]=2)[CH2:38]1)=[O:14] |f:2.3|. Reported procedure: 2-Fluoro-3-hydroxy-4-methoxybenzoic acid methyl ester was etherified with 2-m-tolyl-ethanol in analogy to step 1 of example 1, the obtained ester hydrolyzed in analogy to example 2, the obtained carboxylic acid reacted with 2-amino-indane-2-carboxylic acid methyl ester hydrochloride in analogy to step 3 of example 1, and the methyl ester hydrolyzed in analogy to example 2. Reactants: COC(=O)c1ccc(OCc2c(-c3ccc(Cl)cc3)noc2C)nc1, C[Al](C)C, NCC1CC1, C1COCCO1, O. Yields the product Cc1onc(-c2ccc(Cl)cc2)c1COc1ccc(C(=O)NCC2CC2)cn1. RXN SMILES: [CH3:10][O:11][C:12]([c:13]1[cH:14][n:15][c:16]([O:19][CH2:20][c:21]2[c:22](-[c:27]3[cH:28][cH:29][c:30]([Cl:33])[cH:31][cH:32]3)[n:23][o:24][c:25]2[CH3:26])[cH:17][cH:18]1)=[O:34].[CH3:1][Al:2]([CH3:3])[CH3:4].[CH:5]1([CH2:8][NH2:9])[CH2:6][CH2:7]1.[O:36]1[CH2:37][CH2:38][O:39][CH2:40][CH2:41]1.[OH2:35]>>[CH:5]1([CH2:8][NH:9][C:12](=[O:11])[c:13]2[cH:14][n:15][c:16]([O:19][CH2:20][c:21]3[c:22](-[c:27]4[cH:28][cH:29][c:30]([Cl:33])[cH:31][cH:32]4)[n:23][o:24][c:25]3[CH3:26])[cH:17][cH:18]2)[CH2:6][CH2:7]1. Starting materials: CCO, CC(=O)C=CC=Cc1ccccc1, O=Cc1ccc([N+](=O)[O-])cc1, [Na+], [OH-]. Yields the product O=C(C=CC=Cc1ccccc1)C=Cc1ccc([N+](=O)[O-])cc1. RXN SMILES: [CH3:27][CH2:28][OH:29].[CH:3]([CH:4]=[CH:5][c:6]1[cH:7][cH:8][cH:9][cH:10][cH:11]1)=[CH:12][C:13]([CH3:14])=[O:15].[N+:16](=[O:17])([O-:18])[c:19]1[cH:20][cH:21][c:22]([CH:23]=[O:24])[cH:25][cH:26]1.[Na+:2].[OH-:1]>>[CH:3]([CH:4]=[CH:5][c:6]1[cH:7][cH:8][cH:9][cH:10][cH:11]1)=[CH:12][C:13]([CH:14]=[CH:23][c:22]1[cH:21][cH:20][c:19]([N+:16](=[O:17])[O-:18])[cH:26][cH:25]1)=[O:15]. Reactants: NC1=C(C=C(C=C1)NS(=O)(=O)C)S(=O)(=O)N (2-Amino-5-methanesulfonylamino-benzenesulfonamide), ClC(CC(=O)OCC)=O (Ethyl 3-chloro-3-oxo-propionate). Run in CN(C(C)=O)C (N,N-dimethylacetamide), C(C)OCC (diethyl ether), C(C)(=O)OCC (ethyl acetate). Run at temperature 25 celsius, time 1 hour. The product is C(C)OC(CC(=O)NC1=C(C=C(C=C1)NS(=O)(=O)C)S(N)(=O)=O)=O (N-(4-methanesulfonylamino-2-sulfamoyl-phenyl)-malonamic acid ethyl ester). Isolated yield 97.4%. Reaction SMILES: [NH2:1][C:2]1[CH:7]=[CH:6][C:5]([NH:8][S:9]([CH3:12])(=[O:11])=[O:10])=[CH:4][C:3]=1[S:13]([NH2:16])(=[O:15])=[O:14].Cl[C:18](=[O:25])[CH2:19][C:20]([O:22][CH2:23][CH3:24])=[O:21]>CN(C)C(=O)C.C(OCC)C.C(OCC)(=O)C>[CH2:23]([O:22][C:20](=[O:21])[CH2:19][C:18]([NH:1][C:2]1[CH:7]=[CH:6][C:5]([NH:8][S:9]([CH3:12])(=[O:10])=[O:11])=[CH:4][C:3]=1[S:13](=[O:14])(=[O:15])[NH2:16])=[O:25])[CH3:24]. Procedure details: 2-Amino-5-methanesulfonylamino-benzenesulfonamide (Example 17d, 23.27 g, 87.81 mmol) was dissolved in N,N-dimethylacetamide (100 mL) and diethyl ether (100 mL). Ethyl 3-chloro-3-oxo-propionate (13.88 g, 92.20 mmol) was added and the reaction mixture was stirred at 25° C. for 1 h. The reaction mixture was diluted with ethyl acetate (400 mL) and was extracted with water (400 mL). The aqueous layer was back-extracted with ethyl acetate (2×200 mL). The combined organic layers were dried over sodium ... Starting materials: CCO, NO, O, c1ccncc1, CC(=O)c1cnc2sccc2c1. The product is CC(=NO)c1cnc2sccc2c1. As a reaction SMILES: [CH3:22][CH2:23][OH:24].[NH2:13][OH:14].[OH2:15].[cH:16]1[cH:17][cH:18][n:19][cH:20][cH:21]1.[s:1]1[cH:2][cH:3][c:4]2[c:5]1[n:6][cH:7][c:8]([C:10]([CH3:11])=[O:12])[cH:9]2>>[s:1]1[cH:2][cH:3][c:4]2[c:5]1[n:6][cH:7][c:8]([C:10]([CH3:11])=[N:13][OH:14])[cH:9]2.